From a dataset of the Open Reaction Database (ORD), a public repository of structured organic reaction records. describe an organic reaction: reactants, conditions, products, and yield Reactants: Cl.ClC1=C(CN2C(=NC3=C2C=C(C=C3)C(=O)Cl)C3CC3)C=CC=C1 (1-(2-Chlorobenzyl)-6-chlorocarbonyl-2-cyclopropylbenzimidazole hydrochloride), N1CCOCC1 (morpholine). The solvent is C(Cl)Cl (methylene chloride). Run at time 1 hour. The product is ClC1=C(CN2C(=NC3=C2C=C(C=C3)C(=O)N3CCOCC3)C3CC3)C=CC=C1 (1-(2-chlorobenzyl)-2-cyclopropyl-6-morpholinocarbonylbenzimidazole). Isolated yield 13.8%. Reaction SMILES: Cl.[Cl:2][C:3]1[CH:24]=[CH:23][CH:22]=[CH:21][C:4]=1[CH2:5][N:6]1[C:10]2[CH:11]=[C:12]([C:15](Cl)=[O:16])[CH:13]=[CH:14][C:9]=2[N:8]=[C:7]1[CH:18]1[CH2:20][CH2:19]1.[NH:25]1[CH2:30][CH2:29][O:28][CH2:27][CH2:26]1>C(Cl)Cl>[Cl:2][C:3]1[CH:24]=[CH:23][CH:22]=[CH:21][C:4]=1[CH2:5][N:6]1[C:10]2[CH:11]=[C:12]([C:15]([N:25]3[CH2:30][CH2:29][O:28][CH2:27][CH2:26]3)=[O:16])[CH:13]=[CH:14][C:9]=2[N:8]=[C:7]1[CH:18]1[CH2:19][CH2:20]1 |f:0.1|. Reported procedure: 1-(2-Chlorobenzyl)-6-chlorocarbonyl-2-cyclopropylbenzimidazole hydrochloride (140 mg) was added to a solution prepared by adding 298 mg of morpholine (30% methanol solution) to 10 ml of methylene chloride at room temperature. The reaction mixture was stirred at the same temperature for 1 hour, then washed with water, dried, and concentrated under reduced pressure. The residue was recrystallized with ether to give 20 mg of 1-(2-chlorobenzyl)-2-cyclopropyl-6-morpholinocarbonylbenzimidazole (66).